This data is from the Open Reaction Database (ORD), a public repository of structured organic reaction records. The task is: describe an organic reaction: reactants, conditions, products, and yield The reactants are FC1=C(C(=O)O)C=CC(=C1)C1=COC2=C1C=C(C=C2)C=2OC(=NN2)C (2-fluoro-4-[5-(5-methyl-1,3,4-oxadiazol-2-yl)-1-benzofuran-3-yl]benzoic acid), N1CCOCC1 (morpholine). The product is FC1=C(C(=O)N2CCOCC2)C=CC(=C1)C1=COC2=C1C=C(C=C2)C=2OC(=NN2)C (4-[2-fluoro-4-[5-(5-methyl-1,3,4-oxadiazol-2-yl)-1-benzofuran-3-yl]benzoyl]morpholine). Isolated yield 78.0%. As a reaction SMILES: [F:1][C:2]1[CH:10]=[C:9]([C:11]2[C:15]3[CH:16]=[C:17]([C:20]4[O:21][C:22]([CH3:25])=[N:23][N:24]=4)[CH:18]=[CH:19][C:14]=3[O:13][CH:12]=2)[CH:8]=[CH:7][C:3]=1[C:4]([OH:6])=O.[NH:26]1[CH2:31][CH2:30][O:29][CH2:28][CH2:27]1>>[F:1][C:2]1[CH:10]=[C:9]([C:11]2[C:15]3[CH:16]=[C:17]([C:20]4[O:21][C:22]([CH3:25])=[N:23][N:24]=4)[CH:18]=[CH:19][C:14]=3[O:13][CH:12]=2)[CH:8]=[CH:7][C:3]=1[C:4]([N:26]1[CH2:31][CH2:30][O:29][CH2:28][CH2:27]1)=[O:6]. Reported procedure: In the same manner as in Example 117 and using 2-fluoro-4-[5-(5-methyl-1,3,4-oxadiazol-2-yl)-1-benzofuran-3-yl]benzoic acid instead of 3-[5-(2,3-dihydro-1-benzofuran-5-yl)-1,3,4-oxadiazol-2-yl]propionic acid and using morpholine instead of N,O-dimethylhydroxyamine hydrochloride, the title compound (yield 78%) was obtained as colorless crystals.